This data is from the Open Reaction Database (ORD), a public repository of structured organic reaction records. The task is: describe an organic reaction: reactants, conditions, products, and yield Reactants: O=C([O-])[O-], CCOC(C)=O, CC#N, O=S1(=O)CCCOc2cc(F)ccc21, [K+], [K+], O, COCC(C)Oc1cc(O)cc(C(=O)Nc2cnc(C)cn2)c1. Yields the product COCC(C)Oc1cc(Oc2ccc3c(c2)OCCCS3(=O)=O)cc(C(=O)Nc2cnc(C)cn2)c1. Reaction SMILES: [C:38](=[O:39])([O-:40])[O-:41].[CH3:44][CH2:45][O:46][C:47](=[O:48])[CH3:49].[CH3:50][C:51]#[N:52].[F:24][c:25]1[cH:26][c:27]2[c:28]([cH:36][cH:37]1)[S:29](=[O:34])(=[O:35])[CH2:30][CH2:31][CH2:32][O:33]2.[K+:42].[K+:43].[OH2:53].[OH:1][c:2]1[cH:3][c:4]([C:5](=[O:6])[NH:7][c:8]2[n:9][cH:10][c:11]([CH3:14])[n:12][cH:13]2)[cH:15][c:16]([O:18][CH:19]([CH2:20][O:21][CH3:22])[CH3:23])[cH:17]1>>[O:1]([c:2]1[cH:3][c:4]([C:5](=[O:6])[NH:7][c:8]2[n:9][cH:10][c:11]([CH3:14])[n:12][cH:13]2)[cH:15][c:16]([O:18][CH:19]([CH2:20][O:21][CH3:22])[CH3:23])[cH:17]1)[c:25]1[cH:26][c:27]2[c:28]([cH:36][cH:37]1)[S:29](=[O:34])(=[O:35])[CH2:30][CH2:31][CH2:32][O:33]2. Starting materials: COC1OC2C(O)COC2C1OC, CS(=O)(=O)Cl, ClCCl, c1ccncc1. Product: COC1OC2C(OS(C)(=O)=O)COC2C1OC. As a reaction SMILES: [CH3:1][O:2][CH:3]1[CH:4]([O:5][CH3:6])[O:7][CH:8]2[CH:9]1[O:10][CH2:11][CH:12]2[OH:13].[CH3:20][S:21]([Cl:22])(=[O:23])=[O:24].[Cl:25][CH2:26][Cl:27].[cH:14]1[cH:15][cH:16][n:17][cH:18][cH:19]1>>[CH3:1][O:2][CH:3]1[CH:4]([O:5][CH3:6])[O:7][CH:8]2[CH:9]1[O:10][CH2:11][CH:12]2[O:13][S:21]([CH3:20])(=[O:23])=[O:24]. Starting materials: [Br-], CON(C)C(=O)c1ccc(CN(C(CC(C)C)C(N)=O)S(=O)(=O)c2ccc(Cl)cc2)cc1, C1CCOC1, C[Mg+]. Product: CC(=O)c1ccc(CN(C(CC(C)C)C(N)=O)S(=O)(=O)c2ccc(Cl)cc2)cc1. RXN SMILES: [Br-:33].[C:1]([NH2:2])(=[O:3])[CH:4]([CH2:5][CH:6]([CH3:7])[CH3:8])[N:9]([S:10](=[O:11])(=[O:12])[c:13]1[cH:14][cH:15][c:16]([Cl:19])[cH:17][cH:18]1)[CH2:20][c:21]1[cH:22][cH:23][c:24]([C:25](=[O:26])[N:27]([O:28][CH3:29])[CH3:30])[cH:31][cH:32]1.[CH2:36]1[O:37][CH2:38][CH2:39][CH2:40]1.[CH3:34][Mg+:35]>>[C:1]([NH2:2])(=[O:3])[CH:4]([CH2:5][CH:6]([CH3:7])[CH3:8])[N:9]([S:10](=[O:11])(=[O:12])[c:13]1[cH:14][cH:15][c:16]([Cl:19])[cH:17][cH:18]1)[CH2:20][c:21]1[cH:22][cH:23][c:24]([C:25](=[O:26])[CH3:34])[cH:31][cH:32]1. Starting materials: FC(S(=O)(=O)O)(F)F (trifluoromethanesulfonic acid), [Cl-].COC[N+]1(CCCC1)C (N-Methoxymethyl-N-Methylpyrrolidinium Chloride). Solvent: CO (methanol), CO (methanol), CO (MeOH). Conditions: temperature 130 celsius. The product is FC(S(=O)(=O)O)(F)F (trifluoromethanesulfonic acid), COC[N+]1(CCCC1)C (N-Methoxymethyl-N-Methylpyrrolidinium). RXN SMILES: [Cl-].[CH3:2][O:3][CH2:4][N+:5]1([CH3:10])[CH2:9][CH2:8][CH2:7][CH2:6]1.[F:11][C:12]([F:18])([F:17])[S:13]([OH:16])(=[O:15])=[O:14]>CO>[F:11][C:12]([F:18])([F:17])[S:13]([OH:16])(=[O:15])=[O:14].[CH3:2][O:3][CH2:4][N+:5]1([CH3:10])[CH2:9][CH2:8][CH2:7][CH2:6]1 |f:0.1|. Procedure details: A 30.0 g quantity of N-methoxymethyl-N-methylpyrrolidinium chloride prepared in Example 10 was dissolved in 30.0 g of MeOH, and 80.0 g of methanol solution of 35 wt. % trifluoromethanesulfonic acid was added to the solution. The mixture was heated at 130° C. in a nitrogen stream to remove hydrogen chloride produced as a by-product, an excess of trifluoromethanesulfonic acid and methanol, giving 49.0 g of the desired product. The reactants are FC=1C=C(C(=O)Cl)C=C(C1)C(F)(F)F (3-fluoro-5-(trifluoromethyl)benzoylchloride), C(C)OC(CCNC(C1=CC=C(C=C1)CNC1CCC2(CC1)CCCCC2)=O)=O (3-[4-(Spiro[5.5]undec-3-ylaminomethyl)benzoylamino]propionic acid ethyl ester), C(C)OC(CCNC(C1=CC=C(C=C1)CN)=O)=O (3-(4-aminomethyl-benzoylamino)propionic acid ethyl ester), C1CC(CCC12CCCCC2)=O (spiro[5.5]undecan-3-one), C(C)(C)N(CC)C(C)C (diisopropylethylamine). Solvent: C(C)#N (acetonitrile), C(C)#N (acetonitrile). Conditions: time 1 hour. The product is C(C)OC(CCNC(C1=CC=C(C=C1)CNC1CCC2(CC1)CCCCC2)=O)=O (3-[4-(Spiro[5.5]undec-3-ylaminomethyl)benzoylamino]propionic acid ethyl ester), C(C)OC(CCNC(C1=CC=C(C=C1)CN(C1CCC2(CC1)CCCCC2)C(C2=CC(=CC(=C2)C(F)(F)F)F)=O)=O)=O (3-(4-{[(3-fluoro-5-trifluoromethylbenzoyl)spiro[5.5]undec-3-yl-amino]methyl}benzoylamino)propionic acid ethyl ester). Yield: 200.2%. RXN SMILES: C(OC(=O)CCNC(=O)C1C=CC(CN)=CC=1)C.C1C2(CCCCC2)CCC(=O)C1.[CH2:31]([O:33][C:34](=[O:59])[CH2:35][CH2:36][NH:37][C:38](=[O:58])[C:39]1[CH:44]=[CH:43][C:42]([CH2:45][NH:46][CH:47]2[CH2:52][CH2:51][C:50]3([CH2:57][CH2:56][CH2:55][CH2:54][CH2:53]3)[CH2:49][CH2:48]2)=[CH:41][CH:40]=1)[CH3:32].C(N(C(C)C)CC)(C)C.[F:69][C:70]1[CH:71]=[C:72]([CH:76]=[C:77]([C:79]([F:82])([F:81])[F:80])[CH:78]=1)[C:73](Cl)=[O:74]>C(#N)C>[CH2:31]([O:33][C:34](=[O:59])[CH2:35][CH2:36][NH:37][C:38](=[O:58])[C:39]1[CH:44]=[CH:43][C:42]([CH2:45][NH:46][CH:47]2[CH2:52][CH2:51][C:50]3([CH2:53][CH2:54][CH2:55][CH2:56][CH2:57]3)[CH2:49][CH2:48]2)=[CH:41][CH:40]=1)[CH3:32].[CH2:31]([O:33][C:34](=[O:59])[CH2:35][CH2:36][NH:37][C:38](=[O:58])[C:39]1[CH:44]=[CH:43][C:42]([CH2:45][N:46]([C:73](=[O:74])[C:72]2[CH:76]=[C:77]([C:79]([F:80])([F:81])[F:82])[CH:78]=[C:70]([F:69])[CH:71]=2)[CH:47]2[CH2:52][CH2:51][C:50]3([CH2:53][CH2:54][CH2:55][CH2:56][CH2:57]3)[CH2:49][CH2:48]2)=[CH:41][CH:40]=1)[CH3:32]. Reported procedure: 3-[4-(Spiro[5.5]undec-3-ylaminomethyl)benzoylamino]propionic acid ethyl ester was prepared by reductive alkylation of 3-(4-aminomethyl-benzoylamino)propionic acid ethyl ester with spiro[5.5]undecan-3-one. 3-[4-(Spiro[5.5]undec-3-ylaminomethyl)benzoylamino]propionic acid ethyl ester (200 mg, 499 μmol) was dissolved in acetonitrile (5 mL) and diisopropylethylamine (170 μL) and cooled on an ice bath. Commercially available 3-fluoro-5-(trifluoromethyl)benzoylchloride (136 mg, 602 μmol) dissolved in ... Starting materials: BrC=1C=C2C3(N=C(OC3)N)C3(COC3)COC2=CC1 (6′-bromodispiro[1,3-oxazole-4,4′-chromene-3′,3″-oxetan]-2-amine), C(#CC)C=1C=C(C=NC1)B(O)O ([5-(prop-1-yn-1-yl)pyridin-3-yl]boronic acid), C1(CCCCC1)P(C1=C(C=CC=C1)C1=C(C=CC=C1OC)OC)C1CCCCC1 (dicyclohexyl(2′,6′-dimethoxybiphenyl-2-yl)phosphine), [O-]P(=O)([O-])[O-].[K+].[K+].[K+] (K3PO4). Reagents/catalysts: C1(=CC=CC=C1)\C=C\C(\C=C\C1=CC=CC=C1)=O.[Pd] ((1E,4E)-1,5-diphenylpenta-1,4-dien-3-one palladium). The solvent is CN(C)C=O (DMF). Reaction conditions: temperature 110 celsius, time 16 hour. Product: C(#CC)C=1C=C(C=NC1)C=1C=C2C3(N=C(OC3)N)C3(COC3)COC2=CC1 (6′-[5-(prop-1-yn-1-yl)pyridin-3-yl]dispiro[1,3-oxazole-4,4′-chromene-3′,3″-oxetan]-2-amine). The yield is 42.9%. RXN SMILES: Br[C:2]1[CH:3]=[C:4]2[C:17](=[CH:18][CH:19]=1)[O:16][CH2:15][C:11]1([CH2:14][O:13][CH2:12]1)[C:5]12[CH2:9][O:8][C:7]([NH2:10])=[N:6]1.[C:20]([C:23]1[CH:24]=[C:25](B(O)O)[CH:26]=[N:27][CH:28]=1)#[C:21][CH3:22].C1(P(C2CCCCC2)C2C=CC=CC=2C2C(OC)=CC=CC=2OC)CCCCC1.[O-]P([O-])([O-])=O.[K+].[K+].[K+]>CN(C=O)C.C1(/C=C/C(=O)/C=C/C2C=CC=CC=2)C=CC=CC=1.[Pd]>[C:20]([C:23]1[CH:24]=[C:25]([C:2]2[CH:3]=[C:4]3[C:17](=[CH:18][CH:19]=2)[O:16][CH2:15][C:11]2([CH2:14][O:13][CH2:12]2)[C:5]23[CH2:9][O:8][C:7]([NH2:10])=[N:6]2)[CH:26]=[N:27][CH:28]=1)#[C:21][CH3:22] |f:3.4.5.6,8.9|. Procedure: The mixture of 6′-bromodispiro[1,3-oxazole-4,4′-chromene-3′,3″-oxetan]-2-amine (650 mg, 2.00 mmol), [5-(prop-1-yn-1-yl)pyridin-3-yl]boronic acid (644 mg, 4.00 mmol), (1E,4E)-1,5-diphenylpenta-1,4-dien-3-one-palladium (3:2) (92 mg, 0.10 mmol), dicyclohexyl(2′,6′-dimethoxybiphenyl-2-yl)phosphine (164 mg, 0.400 mmol), and K3PO4 (1.70 g, 8.00 mmol) in DMF (13 mL) was stirred for 16 hours at 110° C. under argon atmosphere. The precipitate formed was removed by filtration with celite and washed with C... Starting materials: [Li].BrC=1C=C(C=C(C1)OC(F)(F)F)C(=CC(C(=O)OCC)=O)[O-] (Lithium 1-(3-bromo-5-trifluoromethoxyphenyl)-4-ethoxy-3,4-dioxobut-1-en-1-olate), ClC=1C=C(C=C(C1)F)C1=CC(=NN1C1=NC=CC=C1)C(=O)O (5-(3-Chloro-5-fluorophenyl)-1-(pyridin-2-yl)-1H-pyrazole-3-carboxylic acid), Cl.Cl.ClC1=CC=C(C=N1)NN (6-chloropyridin-3-yl-hydrazine dihydrochloride). The product is BrC=1C=C(C=C(C1)OC(F)(F)F)C1=CC(=NN1C=1C=NC(=CC1)Cl)C(=O)O (5-(3-Bromo-5-trifluoromethoxyphenyl)-1-(6-chloropyridin-3-yl)-1H-pyrazole-3-carboxylic acid). As a reaction SMILES: [Li].[Br:2][C:3]1[CH:4]=[C:5]([C:14]([O-])=[CH:15][C:16](=O)[C:17]([O:19]CC)=[O:18])[CH:6]=[C:7]([O:9][C:10]([F:13])([F:12])[F:11])[CH:8]=1.ClC1C=C(C2N(C3C=CC=CN=3)N=C(C(O)=O)C=2)C=C(F)C=1.Cl.Cl.[Cl:48][C:49]1[N:54]=[CH:53][C:52]([NH:55][NH2:56])=[CH:51][CH:50]=1>>[Br:2][C:3]1[CH:4]=[C:5]([C:14]2[N:55]([C:52]3[CH:53]=[N:54][C:49]([Cl:48])=[CH:50][CH:51]=3)[N:56]=[C:16]([C:17]([OH:19])=[O:18])[CH:15]=2)[CH:6]=[C:7]([O:9][C:10]([F:11])([F:12])[F:13])[CH:8]=1 |f:0.1,3.4.5,^1:0|. Procedure details: 280 mg (0.72 mmol) of the compound of Example 5A is reacted analogously to the synthesis of the compound of Example 20A with 171 mg (0.79 mmol) of 6-chloropyridin-3-yl-hydrazine dihydrochloride. After hydrolysis, 202 mg (61% of theory) of the title compound is obtained.